The task is: describe an organic reaction: reactants, conditions, products, and yield. This data is from the Open Reaction Database (ORD), a public repository of structured organic reaction records. The reactants are NC1=C(C=CC(=C1)C)SC1=CC=C(C=C1)O (4-(2-Amino-4-methyl-phenylsulfanyl)-phenol), C(#N)C=1C(=NC=NC1)N=CN(C)C (N′-(5-Cyano-pyrimidin-4-yl)-N,N-dimethyl-formamidine), NC1=C(C=CC(=C1)OCC1=CC=CC=C1)SC1=CC=C(C=C1)O (4-(2-Amino-4-benzyloxy-phenylsulfanyl)-phenol), C(#N)C=1C(=NC=NC1)N=CN(C)C (N′-(5-Cyano-pyrimidin-4-yl)-N,N-dimethyl-formamidine), NC1=C(C=CC(=C1)OCC1=CC=CC=C1)SC1=CC=C(C=C1)O (4-(2-Amino-4-benzyloxy-phenylsulfanyl)-phenol), C(#N)C=1C(=NC(=NC1)SCC)N=CN(C)C (N′-(5-Cyano-2-ethylsulfanyl-pyrimidin-4-yl)-N,N-dimethyl-formamidine). Product: C(C1=CC=CC=C1)OC1=CC(=C(C=C1)SC1=CC=C(C=C1)O)NC1=NC=NC2=NC=NC=C21 (4-[4-Benzyloxy-2-(pyrimido[4,5-d]pyrimidin-4-ylamino)-phenylsulfanyl]-phenol). RXN SMILES: [C:1]([C:3]1[C:4]([N:9]=[CH:10][N:11](C)C)=[N:5][CH:6]=[N:7][CH:8]=1)#[N:2].N[C:15]1[CH:20]=[C:19]([O:21][CH2:22][C:23]2[CH:28]=[CH:27][CH:26]=[CH:25][CH:24]=2)[CH:18]=[CH:17][C:16]=1[S:29][C:30]1[CH:35]=[CH:34][C:33]([OH:36])=[CH:32][CH:31]=1.NC1C=C(C)C=CC=1SC1C=CC(O)=CC=1.C(C1C(N=CN(C)C)=NC(SCC)=NC=1)#N>>[CH2:22]([O:21][C:19]1[CH:18]=[CH:17][C:16]([S:29][C:30]2[CH:31]=[CH:32][C:33]([OH:36])=[CH:34][CH:35]=2)=[C:15]([NH:2][C:1]2[C:3]3[C:4](=[N:5][CH:6]=[N:7][CH:8]=3)[N:9]=[CH:10][N:11]=2)[CH:20]=1)[C:23]1[CH:24]=[CH:25][CH:26]=[CH:27][CH:28]=1. Procedure: The product from Example 194A was reacted with the product from Example 27A according to the procedure from Example 156C substituting the product from Example 27A for the product from Example 6c and substituting the product from Example 194A for the product from Example 156B to provide the crude product which was purified by HPLC with NH4OAc to provide the title compound. 1H NMR (300 MHz, DMSO-D6) δ ppm: 5.10 (s, 2H), 6.63 (d, J=8.46 Hz, 2H), 6.94-7.05 (m, 1H), 7.10 (d, J=8.82 Hz, 2H), 7.18 (d, ... The reactants are N[C@@H](CC(C)C)C(=O)N1[C@H](C(=O)O)CCC1 (H-Leu-Pro-OH), N[C@@H](CCCC)C(=O)N1[C@H](C(=O)OC)CCC1 (H-norLeu-Pro-OMe), N[C@@H](CC1=CC=CC=C1)C(=O)N1[C@H](C(=O)O)CCC1 (H-Phe-Pro-OH), N[C@@H](CCSC)C(=O)N1[C@H](C(=O)OC)CCC1 (H-Met-Pro-OMe). Yields the product N[C@@H](C)C(=O)N1[C@H](C(=O)OC)CCC1 (H-Ala-Pro-OMe). RXN SMILES: N[C@H](C(N1CCC[C@H]1C(O)=O)=O)CC(C)C.N[C@H](C(N1CCC[C@H]1C(O)=O)=O)CC1C=CC=CC=1.[NH2:36][C@H:37]([C:42]([N:44]1[CH2:52][CH2:51][CH2:50][C@H:45]1[C:46]([O:48][CH3:49])=[O:47])=[O:43])[CH2:38]CSC.N[C@H](C(N1CCC[C@H]1C(OC)=O)=O)CCCC>>[NH2:36][C@H:37]([C:42]([N:44]1[CH2:52][CH2:51][CH2:50][C@H:45]1[C:46]([O:48][CH3:49])=[O:47])=[O:43])[CH3:38]. Procedure: Instead of Z-Ala-OH, (a) Z-Val-OH, (b) Z-Leu-OH, (c) Z-Phe-OH, (d) Z-Met-OH and (e) Z-norLeu-OH were used as starting compounds to obtain (a') H-Val-Pro-OMe, (b') H-Leu-Pro-OH, (c') H-Phe-Pro-OH, (d') H-Met-Pro-OMe and (e') H-norLeu-Pro-OMe as oils, respectively. Solvent: C(C)OCC (diethylether). Reactants: SC=1NC2=C(N1)C=CC(=C2)NC(C(=O)O)=O (N-(2-mercapto-3H-benzimidazol-5-yl)-oxalamic acid), C1(=CC=C(C=C1)OC1CCNCC1)C (4-p-tolyloxy-piperidine). The product is SC=1NC2=C(N1)C=CC(=C2)NC(C(=O)N2CCC(CC2)OC2=CC=C(C=C2)C)=O (N-(2-Mercapto-3H-benzimidazol-5-yl)-2-(4-p-tolyloxy-piperidin-1-yl)-2-oxo-acetamide). Procedure: The title compound is prepared from N-(2-mercapto-3H-benzimidazol-5-yl)-oxalamic acid (Example 60b) and 4-p-tolyloxy-piperidine according to the method described in Example 1c. Melting Point: 311-314° C. (diethylether) RXN SMILES: [SH:1][C:2]1[NH:3][C:4]2[CH:10]=[C:9]([NH:11][C:12](=[O:16])[C:13]([OH:15])=O)[CH:8]=[CH:7][C:5]=2[N:6]=1.[C:17]1([CH3:30])[CH:22]=[CH:21][C:20]([O:23][CH:24]2[CH2:29][CH2:28][NH:27][CH2:26][CH2:25]2)=[CH:19][CH:18]=1>C(OCC)C>[SH:1][C:2]1[NH:3][C:4]2[CH:10]=[C:9]([NH:11][C:12](=[O:16])[C:13]([N:27]3[CH2:28][CH2:29][CH:24]([O:23][C:20]4[CH:21]=[CH:22][C:17]([CH3:30])=[CH:18][CH:19]=4)[CH2:25][CH2:26]3)=[O:15])[CH:8]=[CH:7][C:5]=2[N:6]=1. Starting materials: C(C)(C)(C)OC(=O)N1CCC(CC1)=C(C#CC(C)=O)C1=CC=CC=C1 (4-[1-phenyl-1-(3-oxo-1-butyn-1-yl)methylene]-piperidine-1-carboxylic acid tert-butyl ester), O.NN (hydrazine hydrate). The solvent is CCO (EtOH). Conditions: time 2 hour. Yields the product C(C)(C)(C)OC(=O)N1CCC(CC1)=C(C1=CC(=NN1)C)C1=CC=CC=C1 (4-[1-Phenyl-1-(3-methylpyrazol-5-yl)methylene]piperidine-1-carboxylic Acid Tert-Butyl Ester). Yield: 40.0%. Reaction SMILES: [C:1]([O:5][C:6]([N:8]1[CH2:13][CH2:12][C:11](=[C:14]([C:20]2[CH:25]=[CH:24][CH:23]=[CH:22][CH:21]=2)[C:15]#[C:16][C:17](=O)[CH3:18])[CH2:10][CH2:9]1)=[O:7])([CH3:4])([CH3:3])[CH3:2].O.[NH2:27][NH2:28]>CCO>[C:1]([O:5][C:6]([N:8]1[CH2:13][CH2:12][C:11](=[C:14]([C:20]2[CH:25]=[CH:24][CH:23]=[CH:22][CH:21]=2)[C:15]2[NH:28][N:27]=[C:17]([CH3:18])[CH:16]=2)[CH2:10][CH2:9]1)=[O:7])([CH3:4])([CH3:3])[CH3:2] |f:1.2|. Procedure details: A mixture of 4-[1-phenyl-1-(3-oxo-1-butyn-1-yl)methylene]-piperidine-1-carboxylic acid tert-butyl ester (0.365 g, 1.069 mmol) and hydrazine hydrate (0.065 mL, 1.14 mmol) in EtOH (5 mL) was allowed to stir at rt for 2 h and then it was heated at 80° C. for 14 h. The solvent was subsequently removed under reduced pressure and the residue was purified by preparative HPLC affording the title compound (0.151 g, 40%) as a colorless solid Reported procedure: Similar procedure with preparation of 182 proceeded except for using compound 158 to obtain the compound 195. The product is BrC=1C(=C(C(=C(C(=O)N(C)OC)C1)Cl)OC)OC (5-Bromo-2-chloro-N,3,4-trimethoxy-N-methylbenzamide). The reactants are C(C=C)OC=1C(=C(C(=O)N(C)OC)C=C(C1)Br)Cl (3-(Allyloxy)-5-bromo-2-chloro-N-methoxy-N-methylbenzamide), BrC=1C(=C(C(=C(C(=O)O)C1)Cl)OC)OC (5-Bromo-2-chloro-3,4-dimethoxybenzoic acid). RXN SMILES: [CH2:1]([O:4][C:5]1[C:6]([Cl:18])=[C:7]([CH:14]=[C:15]([Br:17])[CH:16]=1)[C:8]([N:10]([O:12][CH3:13])[CH3:11])=[O:9])C=C.BrC1C(OC)=C(OC)C(Cl)=C(C=1)[C:25](O)=[O:26]>>[Br:17][C:15]1[C:16]([O:26][CH3:25])=[C:5]([O:4][CH3:1])[C:6]([Cl:18])=[C:7]([CH:14]=1)[C:8]([N:10]([O:12][CH3:13])[CH3:11])=[O:9]. The reactants are CI, CN(C)C=O, CC(O)C#Cc1ncn2c1CN(C)C(=O)c1c(Cl)cccc1-2, [K+], [OH-]. The product is COC(C)C#Cc1ncn2c1CN(C)C(=O)c1c(Cl)cccc1-2. Reaction SMILES: [CH3:25][I:26].[CH3:27][N:28]([CH3:29])[CH:30]=[O:31].[Cl:3][c:4]1[cH:5][cH:6][cH:7][c:8]2[c:9]1[C:10](=[O:24])[N:11]([CH3:23])[CH2:12][c:13]1[n:14]-2[cH:15][n:16][c:17]1[C:18]#[C:19][CH:20]([CH3:21])[OH:22].[K+:2].[OH-:1]>>[Cl:3][c:4]1[cH:5][cH:6][cH:7][c:8]2[c:9]1[C:10](=[O:24])[N:11]([CH3:23])[CH2:12][c:13]1[n:14]-2[cH:15][n:16][c:17]1[C:18]#[C:19][CH:20]([CH3:21])[O:22][CH3:25].